Dataset: the Open Reaction Database (ORD), a public repository of structured organic reaction records. Task: describe an organic reaction: reactants, conditions, products, and yield Reactants: C(CC(=O)OCC)(=O)OCC (diethyl malonate), C(C)(=O)O (acetic acid), [H-].[Na+] (sodium hydride), [CH2-]C(=O)C.BrCC[C@@H](CO)O ((S)-4-bromo-1,2-butanediol acetonide). The solvent is O1CCCC1 (tetrahydrofuran), CCOCC (ether), CCOCC (ether), O1CCCC1 (tetrahydrofuran), CCCCC (pentane). Yields the product C(=O)(O)[C@H]1C(=O)O[C@@H](CC1)CO ((2S,5S)-2-carboxy-5-hydroxymethyl-δ-valerolactone). Yield: 31.6%. As a reaction SMILES: [H-].[Na+].[C:3](OCC)(=[O:10])[CH2:4][C:5]([O:7]CC)=[O:6].[CH2-]C(C)=O.Br[CH2:19][CH2:20][C@H:21]([OH:24])[CH2:22][OH:23].C(O)(=O)C>CCCCC.O1CCCC1.CCOCC>[C:5]([C@@H:4]1[CH2:19][CH2:20][C@@H:21]([CH2:22][OH:23])[O:24][C:3]1=[O:10])([OH:7])=[O:6] |f:0.1,3.4|. Reported procedure: To 40 g (1 mole) of 60% sodium hydride washed with dry pentane was added 300 ml of dry tetrahydrofuran, and a solution of 176 g (1.1 moles) of diethyl malonate in 350 ml of tetrahydrofuran was slowly added into the obtained suspension with stirring. After the dropwise addition, 20.7 g (0.1 mole) of (S)-4-bromo-1,2-butanediol acetonide was added into the mixture over a period of 2 hours. The mixture was stirred for 20 hours to effect reaction. Then acetic acid dissolved in ether was added to the ... The reactants are C(C)(C)(C)OC(=O)N[C@@H]1CC[C@H](CC1)OC1=C2C(=CN=CC2=CC=C1)Br (trans-N-(tert-butoxycarbonyl)-4-[(4-bromo-5-isoquinolyl)oxy]cyclohexylamine), CN(C)C=O (DMF). The reagents and catalysts are [C-]#N.[Zn+2].[C-]#N (zinc cyanide), C=1C=CC(=CC1)/C=C/C(=O)/C=C/C2=CC=CC=C2.C=1C=CC(=CC1)/C=C/C(=O)/C=C/C2=CC=CC=C2.C=1C=CC(=CC1)/C=C/C(=O)/C=C/C2=CC=CC=C2.[Pd].[Pd] (tris(dibenzylideneacetone)dipalladium(0)), C1(=CC=CC=C1)P([C-]1C=CC=C1)C1=CC=CC=C1.[C-]1(C=CC=C1)P(C1=CC=CC=C1)C1=CC=CC=C1.[Fe+2] (1,1′-bis(diphenylphosphino)ferrocene). Conditions: temperature 120 celsius, time 19 hour. The product is C(C)(C)(C)OC(=O)N[C@@H]1CC[C@H](CC1)OC1=C2C(=CN=CC2=CC=C1)C#N (trans-N-(tert-butoxycarbonyl)-4-[(4-cyano-5-isoquinolyl)oxy]cyclohexylamine). RXN SMILES: [C:1]([O:5][C:6]([NH:8][C@H:9]1[CH2:14][CH2:13][C@H:12]([O:15][C:16]2[CH:25]=[CH:24][CH:23]=[C:22]3[C:17]=2[C:18](Br)=[CH:19][N:20]=[CH:21]3)[CH2:11][CH2:10]1)=[O:7])([CH3:4])([CH3:3])[CH3:2].[CH3:27][N:28](C=O)C>[C-]#N.[Zn+2].[C-]#N.C1C=CC(/C=C/C(/C=C/C2C=CC=CC=2)=O)=CC=1.C1C=CC(/C=C/C(/C=C/C2C=CC=CC=2)=O)=CC=1.C1C=CC(/C=C/C(/C=C/C2C=CC=CC=2)=O)=CC=1.[Pd].[Pd].C1(P(C2C=CC=CC=2)[C-]2C=CC=C2)C=CC=CC=1.[C-]1(P(C2C=CC=CC=2)C2C=CC=CC=2)C=CC=C1.[Fe+2]>[C:1]([O:5][C:6]([NH:8][C@H:9]1[CH2:14][CH2:13][C@H:12]([O:15][C:16]2[CH:25]=[CH:24][CH:23]=[C:22]3[C:17]=2[C:18]([C:27]#[N:28])=[CH:19][N:20]=[CH:21]3)[CH2:11][CH2:10]1)=[O:7])([CH3:4])([CH3:3])[CH3:2] |f:2.3.4,5.6.7.8.9,10.11.12|. Reported procedure: A suspension of Intermediate 121 (113.7 mg), zinc cyanide (19.4 mg, Wako Pure Chemical Industries), tris(dibenzylideneacetone)dipalladium(0) (24.0 mg) and 1,1′-bis(diphenylphosphino)ferrocene (35.3 mg, Tokyo Kasei Kogyo) in DMF (2 ml) was stirred at 120° C. for 19 hours. The reaction mixture was concentrated under reduced pressure, and the residue was purified by silica gel column chromatography (n-hexane:ethyl acetate=1:1) to obtain the title compound (34.9 mg).